This data is from the Open Reaction Database (ORD), a public repository of structured organic reaction records. The task is: describe an organic reaction: reactants, conditions, products, and yield The reactants are C(CC)(=O)Cl (propionyl chloride), C(Cl)(Cl)Cl (chloroform), C(C(C)C)=O (isobutyraldehyde). Reagents/catalysts: [Cl-].[Zn+2].[Cl-] (zinc chloride). Run in 3A. Conditions: temperature 25 celsius. Yields the product C(CC)(=O)OC(C(C)C)Cl (1-chloroisobutyl propionate). RXN SMILES: [C:1]([Cl:5])(=[O:4])[CH2:2][CH3:3].[CH:6](=[O:10])[CH:7](C)[CH3:8].[CH:11](Cl)(Cl)Cl>[Cl-].[Zn+2].[Cl-]>[C:6]([O:4][CH:1]([Cl:5])[CH:2]([CH3:11])[CH3:3])(=[O:10])[CH2:7][CH3:8] |f:3.4.5|. Procedure: To a vigorously stirred, ice-cooled solution of propionyl chloride (1407 g, 14.8 moles) in 3A sieve-dried chloroform (3000 ml) was added zinc chloride (7.4 g) followed by the dropwise addition (exotherm) of isobutyraldehyde (1132 g, 14.8 moles) at such a rate that the temperature was maintained at 25° C. (three hours). As a reaction SMILES: Br[C:2]1[CH:3]=[C:4]([C:9]([OH:11])=O)[CH:5]=[N:6][C:7]=1Cl.[N:12]1[CH:17]=[CH:16][C:15]([CH2:18][OH:19])=[CH:14][CH:13]=1.[F:20][C:21]1[CH:26]=[CH:25][C:24](B(O)O)=[CH:23][CH:22]=1.[NH2:30][C@@H:31]1[CH2:36][CH2:35][CH2:34][CH2:33][C@H:32]1[OH:37]>>[F:20][C:21]1[CH:26]=[CH:25][C:24]([C:2]2[C:7]([O:19][CH2:18][C:15]3[CH:16]=[CH:17][N:12]=[CH:13][CH:14]=3)=[N:6][CH:5]=[C:4]([CH:3]=2)[C:9]([NH:30][C@@H:31]2[CH2:36][CH2:35][CH2:34][CH2:33][C@H:32]2[OH:37])=[O:11])=[CH:23][CH:22]=1. Procedure: The title compound was synthesized in analogy to Example 75, using 5-bromo-6-chloro-3-pyridinecarboxylic acid, 4-pyridinemethanol, (4-fluoro-phenyl)-boronic acid and ((1R,2R)-2-amino-1-cyclohexanol as starting materials to yield 5-(4-fluoro-phenyl)-N-((1R,2R)-2-hydroxy-cyclohexyl)-6-(pyridin-4-ylmethoxy)-nicotinamide, MS (ISP) 422.0 (M+H)+. Product: FC1=CC=C(C=C1)C=1C(=NC=C(C(=O)N[C@H]2[C@@H](CCCC2)O)C1)OCC1=CC=NC=C1 (5-(4-fluoro-phenyl)-N-((1R,2R)-2-hydroxy-cyclohexyl)-6-(pyridin-4-ylmethoxy)-nicotinamide). Reactants: BrC=1C=C(C=NC1Cl)C(=O)O (5-bromo-6-chloro-3-pyridinecarboxylic acid), N[C@H]1[C@@H](CCCC1)O ((1R,2R)-2-amino-1-cyclohexanol), N1=CC=C(C=C1)CO (4-pyridinemethanol), FC1=CC=C(C=C1)B(O)O ((4-fluoro-phenyl)-boronic acid). Starting materials: N1(CCCC1)CC=1SC=C(N1)C(=O)O (2-pyrrolidin-1-ylmethyl-thiazole-4-carboxylic acid), N[C@@H](CN1N=C(C=C1)C1=CC(=C(C#N)C=C1)Cl)C ((R)-4-(1-(2-aminopropyl)-1H-pyrazol-3-yl)-2-chlorobenzonitrile). Yields the product ClC=1C=C(C=CC1C#N)C1=NN(C=C1)C[C@@H](C)NC(=O)C=1N=C(SC1)CN1CCCC1 ((R)—N-(1-(3-(3-chloro-4-cyanophenyl)-1H-pyrazol-1-yl)propan-2-yl)-2-(pyrrolidin-1-ylmethyl)thiazole-4-carboxamide). Isolated yield 55.7%. As a reaction SMILES: [N:1]1([CH2:6][C:7]2[S:8][CH:9]=[C:10]([C:12]([OH:14])=O)[N:11]=2)[CH2:5][CH2:4][CH2:3][CH2:2]1.[NH2:15][C@H:16]([CH3:32])[CH2:17][N:18]1[CH:22]=[CH:21][C:20]([C:23]2[CH:30]=[CH:29][C:26]([C:27]#[N:28])=[C:25]([Cl:31])[CH:24]=2)=[N:19]1>>[Cl:31][C:25]1[CH:24]=[C:23]([C:20]2[CH:21]=[CH:22][N:18]([CH2:17][C@H:16]([NH:15][C:12]([C:10]3[N:11]=[C:7]([CH2:6][N:1]4[CH2:2][CH2:3][CH2:4][CH2:5]4)[S:8][CH:9]=3)=[O:14])[CH3:32])[N:19]=2)[CH:30]=[CH:29][C:26]=1[C:27]#[N:28]. Procedure details: (R)—N-(1-(3-(3-chloro-4-cyanophenyl)-1H-pyrazol-1-yl)propan-2-yl)-2-(pyrrolidin-1-ylmethyl)thiazole-4-carboxamide was prepared using the method of Example 34(d) starting from 2-pyrrolidin-1-ylmethyl-thiazole-4-carboxylic acid (0.244 g, 1.151 mmol) and (R)-4-(1-(2-aminopropyl)-1H-pyrazol-3-yl)-2-chlorobenzonitrile (0.2 g, 0.767 mmol). The crude product was washed with water. Yield 55.7%. 1H-NMR (400 MHz; DMSO-d6): δ 1.23 (d, 3H), 1.72-1.76 (m, 4H), 2.57-2.61 (m, 4H), 3.95 (s, 2H), 4.32 (dd, 1H), ... The reactants are NC=1SC=C(C1C(=O)OCC)C (Ethyl 2-amino-4-methyl-thiophene-3-carboxylate), C(CC(=O)OCC)(=O)OCC (diethyl malonate), C(C)O (ethanol). The product is C(CC(=O)O)(=O)N (malonic amide), C(C)OC(=O)C1=C(SC=C1C)NC(CC(=O)OCC)=O (2-(2-ethoxycarbonyl-acetylamino)-4-methyl-thiophene-3-carboxylic acid ethyl ester). As a reaction SMILES: [NH2:1][C:2]1[S:3][CH:4]=[C:5]([CH3:12])[C:6]=1[C:7]([O:9][CH2:10][CH3:11])=[O:8].C([OH:15])C.[C:16](OCC)(=[O:23])[CH2:17][C:18]([O:20][CH2:21][CH3:22])=[O:19]>>[C:2]([NH2:1])(=[O:15])[CH2:6][C:7]([OH:9])=[O:8].[CH2:10]([O:9][C:7]([C:6]1[C:5]([CH3:12])=[CH:4][S:3][C:2]=1[NH:1][C:16](=[O:23])[CH2:17][C:18]([O:20][CH2:21][CH3:22])=[O:19])=[O:8])[CH3:11]. Procedure details: Ethyl 2-amino-4-methyl-thiophene-3-carboxylate, (27.0 mmol, 5.0 g), was heated in diethyl malonate (25 ml) at 180° C. for 3 hrs, and the formed ethanol was allowed to distil off. The oil bath temperature was lowered and diethyl malonate was distilled off at reduced pressure to give the intermediate malonic amide, 2-(2-ethoxycarbonyl-acetylamino)-4-methyl-thiophene-3-carboxylic acid ethyl ester, as an oil that slowly crystallized upon standing (7.7 g, 95%). The malonic amide was dissolved in N,N-... Starting materials: ClC1=CC2=C(N(C(=N2)CN2N=C(C=3C2=CN=CC3)S(=O)(=O)C)C3CNCC3)C=C1 (1-((5-chloro-1-(pyrrolidin-3-yl)-1H-benzo[d]imidazol-2-yl)methyl)-3-(methylsulfonyl)-1H-pyrazolo[3,4-c]pyridine), OCC(=O)O (2-hydroxyacetic acid), C(C)(=O)OC(C)=O (acetic anhydride). Yields the product ClC1=CC2=C(N(C(=N2)CN2N=C(C=3C2=CN=CC3)S(=O)(=O)C)C3CN(CC3)C(CO)=O)C=C1 (1-[3-(5-Chloro-2-{[3-(methylsulfonyl)-1H-pyrazolo[3,4-c]pyridin-1-yl]methyl}-1H-benzimidazol-1-yl)pyrrolidin-1-yl]-2-hydroxyethanone). RXN SMILES: [Cl:1][C:2]1[CH:29]=[CH:28][C:5]2[N:6]([CH:23]3[CH2:27][CH2:26][NH:25][CH2:24]3)[C:7]([CH2:9][N:10]3[C:14]4=[CH:15][N:16]=[CH:17][CH:18]=[C:13]4[C:12]([S:19]([CH3:22])(=[O:21])=[O:20])=[N:11]3)=[N:8][C:4]=2[CH:3]=1.[OH:30][CH2:31][C:32](O)=[O:33].C(OC(=O)C)(=O)C>>[Cl:1][C:2]1[CH:29]=[CH:28][C:5]2[N:6]([CH:23]3[CH2:27][CH2:26][N:25]([C:31](=[O:30])[CH2:32][OH:33])[CH2:24]3)[C:7]([CH2:9][N:10]3[C:14]4=[CH:15][N:16]=[CH:17][CH:18]=[C:13]4[C:12]([S:19]([CH3:22])(=[O:20])=[O:21])=[N:11]3)=[N:8][C:4]=2[CH:3]=1. Procedure details: The title compound was prepared in analogy to Example 2-16 by using 1-((5-chloro-1-(pyrrolidin-3-yl)-1H-benzo[d]imidazol-2-yl)methyl)-3-(methylsulfonyl)-1H-pyrazolo[3,4-c]pyridine and 2-hydroxyacetic acid instead of 1-{[5-chloro-1-(pyrrolidin-3-yl)-1H-benzimidazol-2-yl]methyl}-3-(methylsulfonyl)-1H-pyrazolo[3,4-c]pyridine and acetic anhydride. The reactants are COC(=O)Nc1nc(C)nc(OC)n1, C[Al](C)C, Cc1ccccc1, ClCCl, Cl, CC(S(N)(=O)=O)S(=O)(=O)N1CCCC1. Product: COc1nc(C)nc(NC(=O)NS(=O)(=O)C(C)S(=O)(=O)N2CCCC2)n1. As a reaction SMILES: [CH3:19][O:20][c:21]1[n:22][c:23]([NH:28][C:29]([O:30][CH3:32])=[O:31])[n:24][c:25]([CH3:27])[n:26]1.[CH3:1][Al:2]([CH3:3])[CH3:4].[CH3:34][c:35]1[cH:36][cH:37][cH:38][cH:39][cH:40]1.[Cl:41][CH2:42][Cl:43].[ClH:33].[N:5]1([S:10](=[O:11])(=[O:12])[CH:13]([CH3:14])[S:15](=[O:16])(=[O:17])[NH2:18])[CH2:6][CH2:7][CH2:8][CH2:9]1>>[N:5]1([S:10](=[O:11])(=[O:12])[CH:13]([CH3:14])[S:15](=[O:16])(=[O:17])[NH:18][C:29]([NH:28][c:23]2[n:22][c:21]([O:20][CH3:19])[n:26][c:25]([CH3:27])[n:24]2)=[O:30])[CH2:6][CH2:7][CH2:8][CH2:9]1.